This data is from the Open Reaction Database (ORD), a public repository of structured organic reaction records. The task is: describe an organic reaction: reactants, conditions, products, and yield Reactants: CCO, CN, ClCc1cnc(Cl)s1. Product: CNCc1cnc(Cl)s1. Reaction SMILES: [CH3:11][CH2:12][OH:13].[CH3:9][NH2:10].[Cl:1][c:2]1[s:3][c:4]([CH2:7][Cl:8])[cH:5][n:6]1>>[Cl:1][c:2]1[s:3][c:4]([CH2:7][NH:10][CH3:9])[cH:5][n:6]1. Starting materials: C(C=C)N[C@H](C1=CC=CC=C1)C ((S)-N-Allyl-α-methylbenzylamine), C(CCC)[Li] (butyllithium), C1(=CC=CC=C1)/C=C/C=C/C(=O)OC(C)(C)C (t-butyl 5-phenyl-(E,E)-pentadienoate). Yields the product C(C=C)N([C@H](CC(=O)OC(C)(C)C)C=CC1=CC=CC=C1)[C@H](C1=CC=CC=C1)C ((3R,αS)-t-Butyl 3-(N-allyl-α-methylbenzylamino)-5-phenyl-4-pentenoate). The yield is 97.6%. Reaction SMILES: [CH2:1]([NH:4][C@@H:5]([CH3:12])[C:6]1[CH:11]=[CH:10][CH:9]=[CH:8][CH:7]=1)[CH:2]=[CH2:3].C([Li])CCC.[C:18]1(/[CH:24]=[CH:25]/[CH:26]=[CH:27]/[C:28]([O:30][C:31]([CH3:34])([CH3:33])[CH3:32])=[O:29])[CH:23]=[CH:22][CH:21]=[CH:20][CH:19]=1>>[CH2:1]([N:4]([C@@H:5]([CH3:12])[C:6]1[CH:11]=[CH:10][CH:9]=[CH:8][CH:7]=1)[C@@H:26]([CH:25]=[CH:24][C:18]1[CH:23]=[CH:22][CH:21]=[CH:20][CH:19]=1)[CH2:27][C:28]([O:30][C:31]([CH3:34])([CH3:32])[CH3:33])=[O:29])[CH:2]=[CH2:3]. Procedure details: The procedure of Example 1 was repeated using (S)-N-allyl-α-methylbenzylamine (2) (0.840 g, 5.22 mmol), 1.6M butyllithium (2.16 ml, 4.17 mmol) and t-butyl 5-phenyl-(E,E)-pentadienoate (19) (0.800 g, 3.48 mmol) as the Michael acceptor. Flash chromatography on silica gel [ethyl acetate/petroleum ether (1:19)] afforded the title compound (20) as a colourless oil (1.33 g, 98%). δH (200 MHz; CDCl3) 7.48-7.21 (10H, m, Ph), 6.48 (1H, d, J=16.0, PhCH=CH), 6.25 (1H, dd, J=16.0 and 7.4, PhCH=CH), 5.85 (1H... Starting materials: CC#N, Cc1ccc2nc(N)sc2c1, Cl[Cu]Cl, Cl, CC(C)(C)ON=O. Yields the product Cc1ccc2nc(Cl)sc2c1. RXN SMILES: [CH3:20][C:21]#[N:22].[CH3:8][c:9]1[cH:10][c:11]2[c:12]([n:13][c:14]([NH2:16])[s:15]2)[cH:17][cH:18]1.[Cl:23][Cu:24][Cl:25].[ClH:19].[N:1]([O:2][C:3]([CH3:4])([CH3:5])[CH3:6])=[O:7]>>[CH3:8][c:9]1[cH:10][c:11]2[c:12]([n:13][c:14]([Cl:19])[s:15]2)[cH:17][cH:18]1. The reactants are N1(CCCC1)C/C=C(\C1=CC=C(C=C1)C)/C1=CC=CC(=N1)/C=C/C=O (3-(6-[3-pyrrolidin-1-yl-1-{4-tolyl}-prop-1E-enyl]-pyridin-2-yl)-prop-2E-enal), C[Mg]Br (methyl magnesium bromide). Run in C1CCOC1 (THF). Yields the product N1(CCCC1)C/C=C(\C1=CC=C(C=C1)C)/C1=CC=CC(=N1)/C=C/C(C)O (4-(6-[3-pyrrolidin-1-yl-1-{4-tolyl}-prop-1E-enyl]-pyridin-2-yl)-but-3E-en-2-ol). Isolated yield 36.8%. RXN SMILES: [N:1]1([CH2:6]/[CH:7]=[C:8](/[C:16]2[N:21]=[C:20](/[CH:22]=[CH:23]/[CH:24]=[O:25])[CH:19]=[CH:18][CH:17]=2)\[C:9]2[CH:14]=[CH:13][C:12]([CH3:15])=[CH:11][CH:10]=2)[CH2:5][CH2:4][CH2:3][CH2:2]1.[CH3:26][Mg]Br>C1COCC1>[N:1]1([CH2:6]/[CH:7]=[C:8](/[C:16]2[N:21]=[C:20](/[CH:22]=[CH:23]/[CH:24]([OH:25])[CH3:26])[CH:19]=[CH:18][CH:17]=2)\[C:9]2[CH:14]=[CH:13][C:12]([CH3:15])=[CH:11][CH:10]=2)[CH2:5][CH2:4][CH2:3][CH2:2]1. Procedure details: A stirred solution of 3-(6-[3-pyrrolidin-1-yl-1-{4-tolyl}-prop-1E-enyl]-pyridin-2-yl)-prop-2E-enal (1.41 g, 4.24 mmol) in anhydrous THF (50 ml) at -78° C. was treated dropwise with a solution of methyl magnesium bromide (1.56 ml, 3.0M in diethylether, 4.67 mmol). The reaction mixture was allowed to warm slowly to room temperature (~2 hours). The reaction was quenched with water (3 ml) and THF removed under reduced pressure. The residue was taken up in 1M HCl and then basified with solid sodium b... Reactants: Cl.CC(CC1=C(C(=CC=C1C)O)C)(C)NCC(=O)C1=C(C(=C(C=C1)OCC1=CC=CC=C1)OCC1=CC=CC=C1)C (2-[1,1-dimethyl-2-(2,6-dimethylhydroxyphenyl)ethylamino]-1-(3,4-dibenzyloxy-2-methylphenyl)ethanone hydrochloride), CO (methanol). Reagents/catalysts: [Pd] (palladium on charcoal). Yields the product CC(CC1=C(C=C(C=C1C)O)C)(C)NCC(O)C=1C(=C(C(=CC1)O)O)C (4-{2-[1,1-dimethyl-2-(2,6-dimethyl-4-hydroxyphenyl)ethylamino]-1-hydroxyethyl}-3-methylbenzene-1,2-diol). Reaction SMILES: Cl.[CH3:2][C:3]([NH:15][CH2:16][C:17]([C:19]1[CH:24]=[CH:23][C:22]([O:25]CC2C=CC=CC=2)=[C:21]([O:33]CC2C=CC=CC=2)[C:20]=1[CH3:41])=[O:18])([CH3:14])[CH2:4][C:5]1[C:10]([CH3:11])=[CH:9][CH:8]=[C:7](O)[C:6]=1[CH3:13].C[OH:43]>[Pd]>[CH3:14][C:3]([NH:15][CH2:16][CH:17]([C:19]1[C:20]([CH3:41])=[C:21]([OH:33])[C:22]([OH:25])=[CH:23][CH:24]=1)[OH:18])([CH3:2])[CH2:4][C:5]1[C:10]([CH3:11])=[CH:9][C:8]([OH:43])=[CH:7][C:6]=1[CH3:13] |f:0.1|. Procedure: 7 g of 2-[1,1-dimethyl-2-(2,6-dimethylhydroxyphenyl)ethylamino]-1-(3,4-dibenzyloxy-2-methylphenyl)ethanone hydrochloride in 125 mL of methanol is hydrogenated using 2 g of palladium on charcoal (5%). After separation of the catalyst, the solvent is distilled off. The solid that crystallizes out is stirred into acetonitrile, suction filtered, and washed. Yield: 3.5 g of hydrochloride; melting point: 182° C.–183° C. (decomposition). Reactants: O[C@H]1CC(O[C@H](C1)\C=C\C=1N(C(C2=CC=CC=C2C1C1=CC=C(C=C1)F)=O)C(C)C)=O ((4R,6R)-(E)-4-hydroxy-6-[2-(4-(4-fluorophenyl)-2-isopropyl-1-oxo-1,2-dihydroisoquinolin-3-yl)ethen-1-yl]-3,4,5,6-tetrahydro-2H-pyran-2-one). Run in C(Cl)Cl (CH2Cl2). The product is C1(CCCCC1)CN1C(C2=CC=CC=C2C(=C1/C=C/[C@@H]1C[C@H](CC(O1)O)O)C(C)C)=O ((2RS,4R,6S)-(E)-6-(2-(2-cyclohexylmethyl-4-isopropyl-1-oxo-1,2-dihydroisoquinolin-3-yl)ethen-1-yl)-2,4-dihydroxy-3,4,5,6-tetrahydro-2H-pyran). Reaction SMILES: [OH:1][C@@H:2]1[CH2:7][C@H:6](/[CH:8]=[CH:9]/[C:10]2[N:11](C(C)C)[C:12](=[O:27])[C:13]3[C:18]([C:19]=2C2C=CC(F)=CC=2)=[CH:17][CH:16]=[CH:15][CH:14]=3)[O:5][C:4](=[O:31])[CH2:3]1>C(Cl)Cl>[CH:13]1([CH2:12][N:11]2[C:10](/[CH:9]=[CH:8]/[C@H:6]3[O:5][CH:4]([OH:31])[CH2:3][C@H:2]([OH:1])[CH2:7]3)=[C:19]([CH:2]([CH3:7])[CH3:3])[C:18]3[C:13](=[CH:14][CH:15]=[CH:16][CH:17]=3)[C:12]2=[O:27])[CH2:18][CH2:17][CH2:16][CH2:15][CH2:14]1. Reported procedure: (4R,6R)-(E)-4-hydroxy-6-[2-(4-(4-fluorophenyl)-2-isopropyl-1-oxo-1,2-dihydroisoquinolin-3-yl)ethen-1-yl]-3,4,5,6-tetrahydro-2H-pyran-2-one, m.p.207°-209° C. [α]D =-54° (CH2Cl2 at 29° C.) Found: C,71.0; H,5.47; N,3.37%. Required: C,71.2; H,5.74; N,3.32%. [NMR in CDCl3, 1.16 (1H,m), 1.68 (6H,d,J=8 Hz), 1.88 (1H,m), 2.45 (1H,dd,J=17 Hz and J=8 Hz), 2.58 (1H,d,J=5 Hz), 2.90 (1H,m), 4.22 (1H,m), 4.63 (2H,m), 5.50 (1H,dd,J=16 Hz and J=6 Hz), 6.41 (1H,dd,J=16 Hz), 6.98-7.25 (5H,m), 7.49 (2H,m), 8.42 (1... Starting materials: FC(C(=O)O)(F)F.N(=[N+]=[N-])C=1NC(=C(N1)Cl)C(=O)NCC1=C(C(=C(C=C1)Cl)OC1=CC(=CC(=C1)C(F)F)C#N)F (2-azido-4-chloro-N-[(4-chloro-3-{[3-cyano-5-(difluoromethyl)phenyl]oxy}-2-fluorophenyl)methyl]-1H-imidazole-5-carboxamide trifluoroacetate), O (water), CP(C)C (trimethyl phosphine). Solvent: C1CCOC1 (THF). Reaction conditions: time 15 minute. The product is FC(C(=O)O)(F)F.NC=1NC(=C(N1)Cl)C(=O)NCC1=C(C(=C(C=C1)Cl)OC1=CC(=CC(=C1)C(F)F)C#N)F (2-amino-4-chloro-N-[(4-chloro-3-{[3-cyano-5-(difluoromethyl)phenyl]oxy}-2-fluorophenyl)methyl]-1H-imidazole-5-carboxamide trifluoroacetate). Yield: 60.8%. Reaction SMILES: [F:1][C:2]([F:7])([F:6])[C:3]([OH:5])=[O:4].[N:8]([C:11]1[NH:12][C:13]([C:17]([NH:19][CH2:20][C:21]2[CH:26]=[CH:25][C:24]([Cl:27])=[C:23]([O:28][C:29]3[CH:34]=[C:33]([CH:35]([F:37])[F:36])[CH:32]=[C:31]([C:38]#[N:39])[CH:30]=3)[C:22]=2[F:40])=[O:18])=[C:14]([Cl:16])[N:15]=1)=[N+]=[N-].O.CP(C)C>C1COCC1>[F:1][C:2]([F:7])([F:6])[C:3]([OH:5])=[O:4].[NH2:8][C:11]1[NH:12][C:13]([C:17]([NH:19][CH2:20][C:21]2[CH:26]=[CH:25][C:24]([Cl:27])=[C:23]([O:28][C:29]3[CH:34]=[C:33]([CH:35]([F:36])[F:37])[CH:32]=[C:31]([C:38]#[N:39])[CH:30]=3)[C:22]=2[F:40])=[O:18])=[C:14]([Cl:16])[N:15]=1 |f:0.1,5.6|. Reported procedure: To a solution of 2-azido-4-chloro-N-[(4-chloro-3-{[3-cyano-5-(difluoromethyl)phenyl]oxy}-2-fluorophenyl)methyl]-1H-imidazole-5-carboxamide trifluoroacetate (39.0 mg, 0.079 mmol) in THF (6 ml) was added water (2.83 μl, 0.157 mmol) followed by trimethyl phosphine (2.0 M solution in THF) (0.039 ml, 0.079 mmol) and the reaction mixture was stirred at RT for 15 minutes. The solvent was removed and the crude material was purified via reverse phase HPLC to give 2-amino-4-chloro-N-[(4-chloro-3-{[3-cyano... Reaction SMILES: [Al+3].[Cl-].[Cl-].[Cl-].[C:5](Cl)(=[O:7])[CH3:6].[C:9]([C:13]1[C:22]2[O:21][CH2:20][CH2:19][CH2:18][C:17]=2[CH:16]=[CH:15][CH:14]=1)([CH3:12])([CH3:11])[CH3:10]>C(Cl)Cl>[C:9]([C:13]1[C:22]2[O:21][CH2:20][CH2:19][CH2:18][C:17]=2[CH:16]=[C:15]([C:5](=[O:7])[CH3:6])[CH:14]=1)([CH3:12])([CH3:10])[CH3:11] |f:0.1.2.3|. Run at temperature -78 celsius, time 30 minute. Product: C(C)(C)(C)C1=CC(=CC=2CCCOC21)C(C)=O (1-(8-tert-Butyl-2,3-dihydrobenzopyran-6-yl)-1 -ethanone). Solvent: C(Cl)Cl (CH2Cl2), C(Cl)Cl (CH2Cl2). The yield is 78.4%. Reactants: C(C)(=O)Cl (acetyl chloride), [Al+3].[Cl-].[Cl-].[Cl-] (AlCl3), C(C)(C)(C)C1=CC=CC=2CCCOC21 (8-tert-butyl-2,3-dihydrobenzopyran). Procedure: To a suspension of AlCl3 (0.54 g, 4.05 mmol, 1.1 equiv) in CH2Cl2 (20 mL) is added acetyl chloride (0.28 mL, 4.05 mmol, 1.1 equiv). The resulting suspension is allowed to stir at -78° C. for 30 min, and a solution of 8-tert-butyl-2,3-dihydrobenzopyran (0.70 g, 3.68 mmol) in CH2Cl2 (5 mL) is added dropwise using an addition funnel. After the addition is complete, the reaction mixture (pale yellow precipitate) is allowed to warm to room temperature over 4 h. The resulting suspension is cooled to 0... Starting materials: C(CCC)C1=NC2=C(N1CC1=CC=C(C=C1)C=1C(=CC=CC1)C(=O)OC(C)(C)C)C=CC(=C2)C (tert.butyl 4'-[(2-n-butyl-5-methyl-benzimidazol-1-yl)-methyl]biphenyl-2-carboxylate), FC(C(=O)O)(F)F.C(Cl)Cl (trifluoroacetic acid methylene chloride). Product: C(CCC)C1=NC2=C(N1CC1=CC=C(C=C1)C=1C(=CC=CC1)C(=O)O)C=CC(=C2)C (4'-[(2-n-Butyl-5-methyl-benzimidazol-1-yl)-methyl]biphenyl-2-carboxylic acid). As a reaction SMILES: [CH2:1]([C:5]1[N:9]([CH2:10][C:11]2[CH:16]=[CH:15][C:14]([C:17]3[C:18]([C:23]([O:25]C(C)(C)C)=[O:24])=[CH:19][CH:20]=[CH:21][CH:22]=3)=[CH:13][CH:12]=2)[C:8]2[CH:30]=[CH:31][C:32]([CH3:34])=[CH:33][C:7]=2[N:6]=1)[CH2:2][CH2:3][CH3:4].FC(F)(F)C(O)=O.C(Cl)Cl>>[CH2:1]([C:5]1[N:9]([CH2:10][C:11]2[CH:12]=[CH:13][C:14]([C:17]3[C:18]([C:23]([OH:25])=[O:24])=[CH:19][CH:20]=[CH:21][CH:22]=3)=[CH:15][CH:16]=2)[C:8]2[CH:30]=[CH:31][C:32]([CH3:34])=[CH:33][C:7]=2[N:6]=1)[CH2:2][CH2:3][CH3:4] |f:1.2|. Procedure: Prepared in analogous manner to Example 9 from tert.butyl 4'-[(2-n-butyl-5-methyl-benzimidazol-1-yl)-methyl]biphenyl-2-carboxylate and trifluoroacetic acid/methylene chloride. Starting materials: potassium tert.-butylate, C1(CCCC1)C(=O)C (cyclopentylmethyl ketone), ClC(C(=O)OC(C)(C)C)Cl (tert.-butyl dichloroacetate), CCCCCC (hexane), O (water). Solvent: O1CCCC1 (tetrahydrofuran). Reaction conditions: temperature -30 celsius. The product is ClC1(C(=O)OC(C)(C)C)C(C)(O1)C1CCCC1 (tert.-butyl 2-chloro-3-cyclopentyl-2,3-epoxy-butanoate). Reaction SMILES: [CH:1]1([C:6]([CH3:8])=[O:7])[CH2:5][CH2:4][CH2:3][CH2:2]1.Cl[CH:10]([Cl:18])[C:11]([O:13][C:14]([CH3:17])([CH3:16])[CH3:15])=[O:12].CCCCCC.O>O1CCCC1>[Cl:18][C:10]1([O:7][C:6]1([CH:1]1[CH2:5][CH2:4][CH2:3][CH2:2]1)[CH3:8])[C:11]([O:13][C:14]([CH3:15])([CH3:16])[CH3:17])=[O:12]. Reported procedure: A mixture of 12.3 g of cyclopentylmethyl ketone and 18.5 g of tert.-butyl dichloroacetate was cooled to -30° C with stirring under an inert atmosphere and a solution of 12.2 g of potassium tert.-butylate in 60 ml of tetrahydrofuran was added thereto at the said temperature. After returning to room temperature, hexane and water were added and the organic phase was separated, washed with water and dried over magnesium sulfate. The solvents were evaporated off to leave an oily residue of tert.-buty...